This data is from the Open Reaction Database (ORD), a public repository of structured organic reaction records. The task is: describe an organic reaction: reactants, conditions, products, and yield Product: C(C)OCCCCCO (5-Ethoxypentan-1-ol). Run at time 1 hour. Solvent: C1CCOC1 (THF), C1CCOC1 (THF), C1CCOC1 (THF), CCCCCC (hexane). RXN SMILES: [H-].[Na+].[CH2:3]([OH:9])[CH2:4][CH2:5][CH2:6][CH2:7][OH:8].I[CH2:11][CH3:12]>CCCCCC.C1COCC1>[CH2:11]([O:8][CH2:7][CH2:6][CH2:5][CH2:4][CH2:3][OH:9])[CH3:12] |f:0.1|. Procedure details: NaH (4.2 g, 0.11 mol) was washed with hexane and then suspended in dry THF (400 mL). Pentane-1,5-diol (10.4 g, 0.1 mol) in THF (50 mL) was added and stirred for 1 h at room temperature. Iodoethane (17.2 g, 0.11 mol) in THF (50 mL) was added and the mixture was refluxed for 48 h. After evaporation of the solvent, the residue was dissolved in EtOAc (300 mL). The organic phase was washed with water (2×50 mL), brine (50 mL), and dried (Na2SO4). The residue was purified by column chromatography on al... The reactants are C(CCCCO)O (Pentane-1,5-diol), ICC (Iodoethane), [H-].[Na+] (NaH). Isolated yield 71.1%. Reactants: N=1ON=C2C1C=CC(=C2)C2=CC(C(O2)(C)C)=O (5-(benzo[c][1,2,5]oxadiazol-5-yl)-2,2-dimethylfuran-3(2H)-one), C1CC(=O)N(C1=O)Br (NBS). Run in C(Cl)Cl (DCM), C(Cl)(Cl)Cl (CHCl3). Reaction conditions: time 3 hour. The product is N=1ON=C2C1C=CC(=C2)C2=C(C(C(O2)(C)C)=O)Br (5-(benzo[c][1,2,5]oxadiazol-5-yl)-4-bromo-2,2-dimethylfuran-3(2H)-one). The yield is 59.6%. Reaction SMILES: [N:1]1[O:2][N:3]=[C:4]2[CH:9]=[C:8]([C:10]3[O:14][C:13]([CH3:16])([CH3:15])[C:12](=[O:17])[CH:11]=3)[CH:7]=[CH:6][C:5]=12.C1C(=O)N([Br:25])C(=O)C1>C(Cl)(Cl)Cl.C(Cl)Cl>[N:1]1[O:2][N:3]=[C:4]2[CH:9]=[C:8]([C:10]3[O:14][C:13]([CH3:15])([CH3:16])[C:12](=[O:17])[C:11]=3[Br:25])[CH:7]=[CH:6][C:5]=12. Reported procedure: To a stirred solution of 5-(benzo[c][1,2,5]oxadiazol-5-yl)-2,2-dimethylfuran-3(2H)-one (0.25 g, 1.086 mmol) in CHCl3 (15 mL), NBS (0.29 g, 1.630 mmol) was added portionwise at RT. The reaction mixture was then stirred for 3 h and diluted with DCM (10 mL). The organic layer was then washed with water (5 mL) and brine (10 mL), dried over Na2SO4, filtered, and then concentrated in vacuo to obtain the crude product. The crude material was purified via silica gel column chromatography to afford 5-(be... Starting materials: O=C([O-])O, COc1ccc2c(OCc3nnc4ccc(C#N)cn34)ccnc2c1, [Na+], O=S(=O)(O)O. Product: COc1ccc2c(OCc3nnc4ccc(C(N)=O)cn34)ccnc2c1. As a reaction SMILES: [C:26]([O-:27])(=[O:28])[OH:29].[CH3:1][O:2][c:3]1[cH:4][cH:5][c:6]2[c:7]([O:13][CH2:14][c:15]3[n:16][n:17][c:18]4[n:19]3[cH:20][c:21]([C:24]#[N:25])[cH:22][cH:23]4)[cH:8][cH:9][n:10][c:11]2[cH:12]1.[Na+:30].[S:31](=[O:32])(=[O:33])([OH:34])[OH:35]>>[CH3:1][O:2][c:3]1[cH:4][cH:5][c:6]2[c:7]([O:13][CH2:14][c:15]3[n:16][n:17][c:18]4[n:19]3[cH:20][c:21]([C:24]([NH2:25])=[O:27])[cH:22][cH:23]4)[cH:8][cH:9][n:10][c:11]2[cH:12]1. Reactants: OC(CN)C1=C(C=CC=C1)F (2-hydroxy-2-(2-fluorophenyl) ethanamine), C(=O)(OC)/C=C/C1=CC=C(C=C1)CC(C)=O (4-{(E)-2-carbomethoxyethenyl}phenylpropan-2-one). Yields the product C(=O)(OC)/C=C/C1=CC=C(C=C1)CC(C)NCC(C1=C(C=CC=C1)F)O (N-{2-(4-{(E)-2-Carbomethoxyethenyl}phenyl)-1-methylethyl}-2-hydroxy-2-(2-fluorophenyl) ethanamine). The yield is 33.6%. As a reaction SMILES: [OH:1][CH:2]([C:5]1[CH:10]=[CH:9][CH:8]=[CH:7][C:6]=1[F:11])[CH2:3][NH2:4].[C:12](/[CH:16]=[CH:17]/[C:18]1[CH:23]=[CH:22][C:21]([CH2:24][C:25](=O)[CH3:26])=[CH:20][CH:19]=1)([O:14][CH3:15])=[O:13]>>[C:12](/[CH:16]=[CH:17]/[C:18]1[CH:19]=[CH:20][C:21]([CH2:24][CH:25]([NH:4][CH2:3][CH:2]([OH:1])[C:5]2[CH:10]=[CH:9][CH:8]=[CH:7][C:6]=2[F:11])[CH3:26])=[CH:22][CH:23]=1)([O:14][CH3:15])=[O:13]. Reported procedure: This was prepared in an identical manner to the compound described in Example 1 using 2-hydroxy-2-(2-fluorophenyl) ethanamine (1.55 g) and 4-{(E)-2-carbomethoxyethenyl}phenylpropan-2-one (2.18 g). Elution with 1% methanolchloroform on Kieselgel 60 gave the title compound (1.2 g) m.p. 111°-116° C. (benzene-heptane) as an ~40:60 mixture of diastereoisomers. τ(CDCl3) 8.95 (3H, d, J=6 Hz), 6.85-7.7 (7H, m, 2H disappears with D2O), 6.25 (3H, s), 5.1 (1H, m), 3.6 (1H, d, J=16 Hz), 2.5-3.2 (8H, m), 2.3...